Dataset: the Open Reaction Database (ORD), a public repository of structured organic reaction records. Task: describe an organic reaction: reactants, conditions, products, and yield The reactants are Brc1cccc(-c2ccccn2)n1, O=C([O-])O, CN(C)C=O, CCOCC, Cl, [Na+]. As a reaction SMILES: [Br:1][c:2]1[cH:3][cH:4][cH:5][c:6](-[c:8]2[n:9][cH:10][cH:11][cH:12][cH:13]2)[n:7]1.[C:20](=[O:21])([OH:22])[O-:23].[CH3:14][N:15]([CH:16]=[O:17])[CH3:18].[CH3:25][CH2:26][O:27][CH2:28][CH3:29].[ClH:19].[Na+:24]>>[c:2]1([CH:16]=[O:17])[cH:3][cH:4][cH:5][c:6](-[c:8]2[n:9][cH:10][cH:11][cH:12][cH:13]2)[n:7]1. Yields the product O=Cc1cccc(-c2ccccn2)n1.